From a dataset of the Open Reaction Database (ORD), a public repository of structured organic reaction records. describe an organic reaction: reactants, conditions, products, and yield Reactants: C([O-])(O)=O.[Na+] (sodium bicarbonate), Cl.CS(=O)(=O)C1=CC=C(C=N1)[C@H](CC)N ((S)-1-(6-methanesulfonyl-pyridin-3-yl)-propylamine hydrochloride), CCN(C(C)C)C(C)C (DIPEA), FC1=CC=C(C=C1)N1N=CC2=C1C=NC=C2C(=O)O (1-(4-fluorophenyl)-1H-pyrazolo[3,4-c]pyridine-4-carboxylic acid), CN(C)C(=[N+](C)C)ON1C2=C(C=CC=C2)N=N1.[B-](F)(F)(F)F (TBTU), CCN(C(C)C)C(C)C (DIPEA). Solvent: O (water), CN(C)C=O (DMF). Reaction conditions: time 1 hour. Product: CS(=O)(=O)C1=CC=C(C=N1)[C@H](CC)NC(=O)C=1C2=C(C=NC1)N(N=C2)C2=CC=C(C=C2)F (1-(4-Fluorophenyl)-1H-pyrazolo[3,4-c]pyridine-4-carboxylic acid [(S)-1-(6-methanesulfonyl-pyridin-3-yl)-propyl]-amide). As a reaction SMILES: [F:1][C:2]1[CH:7]=[CH:6][C:5]([N:8]2[C:12]3[CH:13]=[N:14][CH:15]=[C:16]([C:17]([OH:19])=O)[C:11]=3[CH:10]=[N:9]2)=[CH:4][CH:3]=1.CCN(C(C)C)C(C)C.CN(C(ON1N=NC2C=CC=CC1=2)=[N+](C)C)C.[B-](F)(F)(F)F.Cl.[CH3:52][S:53]([C:56]1[N:61]=[CH:60][C:59]([C@@H:62]([NH2:65])[CH2:63][CH3:64])=[CH:58][CH:57]=1)(=[O:55])=[O:54].C(=O)(O)[O-].[Na+]>CN(C=O)C.O>[CH3:52][S:53]([C:56]1[N:61]=[CH:60][C:59]([C@@H:62]([NH:65][C:17]([C:16]2[C:11]3[CH:10]=[N:9][N:8]([C:5]4[CH:4]=[CH:3][C:2]([F:1])=[CH:7][CH:6]=4)[C:12]=3[CH:13]=[N:14][CH:15]=2)=[O:19])[CH2:63][CH3:64])=[CH:58][CH:57]=1)(=[O:55])=[O:54] |f:2.3,4.5,6.7|. Procedure details: To a suspension of 1-(4-fluorophenyl)-1H-pyrazolo[3,4-c]pyridine-4-carboxylic acid (37.8 g, 146.9 mmol) in DMF (400 mL) was added DIPEA (50 mL, 287.0 mmol) followed by TBTU (49.5 g, 154.1 mmol). The mixture stirred for 1 hour, to afford a precipitate. To the mixture was added (S)-1-(6-methanesulfonyl-pyridin-3-yl)-propylamine hydrochloride (32.0 g, 127.6 mmol) followed by DIPEA (30 mL, 172.2 mmol). The mixture stirred overnight and was then poured into water (2.5 L) with sodium bicarbonate (50 g...